Dataset: the Open Reaction Database (ORD), a public repository of structured organic reaction records. Task: describe an organic reaction: reactants, conditions, products, and yield Reactants: [OH-].[Na+] (NaOH), FC=1C(=NC=CC1C=1C=NC=CC1C)C#N (3′-fluoro-4-methyl-3,4′-bipyridine-2′-carbonitrile), FC1=CC=C(C=C1)[Mg]Br ((4-fluorophenyl) magnesium bromide), Cl (HCl), crude material. The solvent is O (Water), C(Cl)Cl (CH2Cl2), C1CCOC1 (THF), C(Cl)Cl (CH2Cl2). Reaction conditions: time 5 hour. Product: FC=1C(=NC=CC1C=1C=NC=CC1C)C(=O)C1=CC=C(C=C1)F ((3′-Fluoro-4-methyl-3,4′-bipyridin-2′-yl)(4-fluorophenyl)methanone). Isolated yield 65.3%. Reaction SMILES: [F:1][C:2]1[C:3]([C:15]#N)=[N:4][CH:5]=[CH:6][C:7]=1[C:8]1[CH:9]=[N:10][CH:11]=[CH:12][C:13]=1[CH3:14].[F:17][C:18]1[CH:23]=[CH:22][C:21]([Mg]Br)=[CH:20][CH:19]=1.Cl.[OH-:27].[Na+]>C1COCC1.C(Cl)Cl.O>[F:1][C:2]1[C:3]([C:15]([C:21]2[CH:22]=[CH:23][C:18]([F:17])=[CH:19][CH:20]=2)=[O:27])=[N:4][CH:5]=[CH:6][C:7]=1[C:8]1[CH:9]=[N:10][CH:11]=[CH:12][C:13]=1[CH3:14] |f:3.4|. Procedure: To a solution of 3′-fluoro-4-methyl-3,4′-bipyridine-2′-carbonitrile (0.029 g, 0.136 mmol) in THF (Volume: 0.680 ml) cooled to 0° C. was added (4-fluorophenyl) magnesium bromide (0.170 ml, 0.340 mmol). The reaction mixture was allowed to stir at room temperature for 5 hr. Water and ice were carefully added, followed by acidification with 6 M HCl. After stirring for 20 min, CH2Cl2 was added and the pH was adjusted to 8.5 with aqueous 4 M NaOH. The layers were separated and the aqueous phase was ex... Starting materials: Cl.Cl.N1CCC(CC1)CCCCNC(C=CC=1C=NC=CC1)=O (N-[4-(piperidin-4-yl)-butyl]-3-(pyridin-3-yl)-acrylamide dihydrochloride), TEA, TEA, C1(=CC=CC=C1)N(C(=O)Cl)C1=CC=CC=C1 (N,N-diphenylcarbamic acid chloride). Run in ClCCl (dichlormethane), ClCCl (dichlormethane). Reaction conditions: time 8 hour. The product is C1(=CC=CC=C1)N(C(=O)N1CCC(CC1)CCCCNC(C=CC=1C=NC=CC1)=O)C1=CC=CC=C1 (N-{4-[1-(diphenylaminocarbonyl)-piperidin-4-yl]-butyl}-3-(pyridin-3-yl)-acrylamide). As a reaction SMILES: Cl.Cl.[NH:3]1[CH2:8][CH2:7][CH:6]([CH2:9][CH2:10][CH2:11][CH2:12][NH:13][C:14](=[O:23])[CH:15]=[CH:16][C:17]2[CH:18]=[N:19][CH:20]=[CH:21][CH:22]=2)[CH2:5][CH2:4]1.[C:24]1([N:30]([C:34]2[CH:39]=[CH:38][CH:37]=[CH:36][CH:35]=2)[C:31](Cl)=[O:32])[CH:29]=[CH:28][CH:27]=[CH:26][CH:25]=1>ClCCl>[C:24]1([N:30]([C:34]2[CH:39]=[CH:38][CH:37]=[CH:36][CH:35]=2)[C:31]([N:3]2[CH2:8][CH2:7][CH:6]([CH2:9][CH2:10][CH2:11][CH2:12][NH:13][C:14](=[O:23])[CH:15]=[CH:16][C:17]3[CH:18]=[N:19][CH:20]=[CH:21][CH:22]=3)[CH2:5][CH2:4]2)=[O:32])[CH:25]=[CH:26][CH:27]=[CH:28][CH:29]=1 |f:0.1.2|. Reported procedure: 6.5 g (18.0 mmol) N-[4-(piperidin-4-yl)-butyl]-3-(pyridin-3-yl)-acrylamide dihydrochloride (K22.142) and 5.77 ml (41.4 mmol) TEA are placed in 70 ml abs. dichlormethane and cooled to ca. 0° C. under moisture exclusion. 4.58 g (19.8 mmol) N,N-diphenylcarbamic acid chloride are dissolved in 20 ml abs. dichlormethane and added dropwise. The mixture is stirred at RT overnight without further cooling. 4 ml (28.7 mmol) TEA are added and the red colored suspension is stirred a further 2 hours at RT. Su... Reactants: C(CC(=O)OCC)(=O)OC(C)(C)C (tert-butyl ethyl malonate), [H-].[Na+] (sodium hydride), Cl.C(CCC=CCCCCCCCCC=C)NC1=CC=C(C(=O)Cl)C=C1 (4-(1-pentadeca-4,14-dienylamino) benzoyl chloride hydrochloride). Run in COCCOC (1,2-dimethoxyethane), COCCOC (1,2-dimethoxyethane), COCCOC (1,2-dimethoxyethane). Product: C(CCC=CCCCCCCCCC=C)NC1=CC=C(C(=O)C(C(=O)OC(C)(C)C)C(=O)OCC)C=C1 (tert-butyl ethyl 4-(1-pentadeca-4,14-dienylamino)benzoylmalonate). As a reaction SMILES: [C:1]([O:9][C:10]([CH3:13])([CH3:12])[CH3:11])(=[O:8])[CH2:2][C:3]([O:5][CH2:6][CH3:7])=[O:4].[H-].[Na+].Cl.[CH2:17]([NH:32][C:33]1[CH:41]=[CH:40][C:36]([C:37](Cl)=[O:38])=[CH:35][CH:34]=1)[CH2:18][CH2:19][CH:20]=[CH:21][CH2:22][CH2:23][CH2:24][CH2:25][CH2:26][CH2:27][CH2:28][CH2:29][CH:30]=[CH2:31]>COCCOC>[CH2:17]([NH:32][C:33]1[CH:34]=[CH:35][C:36]([C:37]([CH:2]([C:3]([O:5][CH2:6][CH3:7])=[O:4])[C:1]([O:9][C:10]([CH3:12])([CH3:11])[CH3:13])=[O:8])=[O:38])=[CH:40][CH:41]=1)[CH2:18][CH2:19][CH:20]=[CH:21][CH2:22][CH2:23][CH2:24][CH2:25][CH2:26][CH2:27][CH2:28][CH2:29][CH:30]=[CH2:31] |f:1.2,3.4|. Reported procedure: A solution of 28.0 g. of tert-butyl ethyl malonate in 10 ml. of 1,2-dimethoxyethane is added to a suspension of 4.0 g. of sodium hydride in 1,2-dimethoxyethane under argon. A solution of 17.3 g. of 4-(1-pentadeca-4,14-dienylamino) benzoyl chloride hydrochloride in 1,2-dimethoxyethane is then added. The reaction mixture is refluxed for 5 hours, cooled, poured on ice and extracted with ether. The ether solution is washed with water and saturated sodium chloride solution, dried over anhydrous sodiu... Starting materials: [H-].[Na+] (Sodium hydride), CO (methanol), C(C)OC(N(CC1=CC=CC=C1)C1=C(C(=NC(=C1)Br)N)[N+](=O)[O-])=O ((2-amino-6-bromo-3-nitro-pyridin-4-yl)-benzyl-carbamic acid ethyl ester). Run in C1CCOC1 (THF). Conditions: time 2 hour. Yields the product C(C)OC(N(CC1=CC=CC=C1)C1=C(C(=NC(=C1)OC)N)[N+](=O)[O-])=O ((2-Amino-6-methoxy-3-nitro-pyridin-4-yl)-benzyl-carbamic acid ethyl ester). Reaction SMILES: [H-].[Na+].[CH2:3]([O:5][C:6](=[O:26])[N:7]([C:15]1[CH:20]=[C:19](Br)[N:18]=[C:17]([NH2:22])[C:16]=1[N+:23]([O-:25])=[O:24])[CH2:8][C:9]1[CH:14]=[CH:13][CH:12]=[CH:11][CH:10]=1)[CH3:4].[CH3:27][OH:28]>C1COCC1>[CH2:3]([O:5][C:6](=[O:26])[N:7]([C:15]1[CH:20]=[C:19]([O:28][CH3:27])[N:18]=[C:17]([NH2:22])[C:16]=1[N+:23]([O-:25])=[O:24])[CH2:8][C:9]1[CH:14]=[CH:13][CH:12]=[CH:11][CH:10]=1)[CH3:4] |f:0.1|. Procedure details: Sodium hydride (9 mg) was dissolved carefully in methanol (0.5 ml) and this solution then added to a solution of (2-amino-6-bromo-3-nitro-pyridin-4-yl)-benzyl-carbamic acid ethyl ester (50 mg) in THF (0.5 ml) at room temperature. The reaction was stirred under nitrogen for 2 hours then the solution pre-absorbed directly onto silica gel. The mixture was purified by chromatography on an Isco Companion, eluting with ethyl acetate:heptane, increasing the gradient linearly from 20:80 to 60:40 over se... Starting materials: CI, O=C1CN(S(=O)(=O)c2cc3ccc(Cl)cc3s2)CCN1Cc1cc2cnccc2[nH]1, [H-], [Na+], CN(C)C=O. Yields the product Cn1c(CN2CCN(S(=O)(=O)c3cc4ccc(Cl)cc4s3)CC2=O)cc2cnccc21. Reaction SMILES: [CH3:33][I:34].[Cl:1][c:2]1[cH:3][cH:4][c:5]2[c:6]([s:7][c:8]([S:10](=[O:11])(=[O:12])[N:13]3[CH2:14][C:15](=[O:29])[N:16]([CH2:19][c:20]4[cH:21][c:22]5[cH:23][n:24][cH:25][cH:26][c:27]5[nH:28]4)[CH2:17][CH2:18]3)[cH:9]2)[cH:30]1.[H-:31].[Na+:32].[O:35]=[CH:36][N:37]([CH3:38])[CH3:39]>>[Cl:1][c:2]1[cH:3][cH:4][c:5]2[c:6]([s:7][c:8]([S:10](=[O:11])(=[O:12])[N:13]3[CH2:14][C:15](=[O:29])[N:16]([CH2:19][c:20]4[cH:21][c:22]5[cH:23][n:24][cH:25][cH:26][c:27]5[n:28]4[CH3:33])[CH2:17][CH2:18]3)[cH:9]2)[cH:30]1. The reactants are Oc1cc(F)ccc1Br, CC(C)I, [K+], [K+], O=C([O-])[O-], CN(C)C=O. The product is CC(C)Oc1cc(F)ccc1Br. Reaction SMILES: [Br:1][c:2]1[c:3]([OH:9])[cH:4][c:5]([F:8])[cH:6][cH:7]1.[I:10][CH:11]([CH3:12])[CH3:13].[K+:14].[K+:15].[O-:16][C:17]([O-:18])=[O:19].[O:20]=[CH:21][N:22]([CH3:23])[CH3:24]>>[Br:1][c:2]1[c:3]([O:9][CH:11]([CH3:12])[CH3:13])[cH:4][c:5]([F:8])[cH:6][cH:7]1. Reactants: Fc1ccc2c(Nc3cccc(Br)c3)ncnc2c1, CS(C)=O, NCCCN1CCOCC1, [Na+], O=C([O-])O, O. The product is Brc1cccc(Nc2ncnc3cc(NCCCN4CCOCC4)ccc23)c1. RXN SMILES: [Br:1][c:2]1[cH:3][c:4]([NH:8][c:9]2[n:10][cH:11][n:12][c:13]3[cH:14][c:15]([F:19])[cH:16][cH:17][c:18]23)[cH:5][cH:6][cH:7]1.[CH3:35][S:36]([CH3:37])=[O:38].[NH2:20][CH2:21][CH2:22][CH2:23][N:24]1[CH2:25][CH2:26][O:27][CH2:28][CH2:29]1.[Na+:34].[O-:30][C:31]([OH:32])=[O:33].[OH2:39]>>[Br:1][c:2]1[cH:3][c:4]([NH:8][c:9]2[n:10][cH:11][n:12][c:13]3[cH:14][c:15]([NH:20][CH2:21][CH2:22][CH2:23][N:24]4[CH2:25][CH2:26][O:27][CH2:28][CH2:29]4)[cH:16][cH:17][c:18]23)[cH:5][cH:6][cH:7]1.